Dataset: the Open Reaction Database (ORD), a public repository of structured organic reaction records. Task: describe an organic reaction: reactants, conditions, products, and yield Starting materials: N1(CCCCC1)CCOC1=CC=C(C(=O)C=2C3=C(SC2C2=CC=C(C=C2)OCCN2CCCC2)C=C(C=C3)C(=O)N)C=C1 (3-[4-[2-(1-piperidinyl)ethoxy]benzoyl]-2-[4-[2-(1-pyrrolidinyl)ethoxy]phenyl]benzo[b]thiophene-6-carboxamide), [OH-].COC(=O)NS(=O)(=O)[N+](CC)(CC)CC ((methoxycarbonylsulfamoyl)triethylammonium hydroxide). Run in C1CCOC1 (THF). Reaction conditions: time 3 day. The product is N1(CCCCC1)CCOC1=CC=C(C(=O)C=2C3=C(SC2C2=CC=C(C=C2)OCCN2CCCC2)C=C(C=C3)C#N)C=C1 (3-[4-[2-(1-Piperidinyl)ethoxy]benzoyl]-2-[4-[2-(1-pyrrolidinyl)ethoxy]phenyl]benzo[b]thiophene-6-carbonitrile). Yield: 90.4%. As a reaction SMILES: [N:1]1([CH2:7][CH2:8][O:9][C:10]2[CH:43]=[CH:42][C:13]([C:14]([C:16]3[C:17]4[CH:38]=[CH:37][C:36]([C:39]([NH2:41])=O)=[CH:35][C:18]=4[S:19][C:20]=3[C:21]3[CH:26]=[CH:25][C:24]([O:27][CH2:28][CH2:29][N:30]4[CH2:34][CH2:33][CH2:32][CH2:31]4)=[CH:23][CH:22]=3)=[O:15])=[CH:12][CH:11]=2)[CH2:6][CH2:5][CH2:4][CH2:3][CH2:2]1.[OH-].COC(NS([N+](CC)(CC)CC)(=O)=O)=O>C1COCC1>[N:1]1([CH2:7][CH2:8][O:9][C:10]2[CH:11]=[CH:12][C:13]([C:14]([C:16]3[C:17]4[CH:38]=[CH:37][C:36]([C:39]#[N:41])=[CH:35][C:18]=4[S:19][C:20]=3[C:21]3[CH:22]=[CH:23][C:24]([O:27][CH2:28][CH2:29][N:30]4[CH2:31][CH2:32][CH2:33][CH2:34]4)=[CH:25][CH:26]=3)=[O:15])=[CH:42][CH:43]=2)[CH2:6][CH2:5][CH2:4][CH2:3][CH2:2]1 |f:1.2|. Procedure: To a solution of 3.1 g (5.2 mmol) of 3-[4-[2-(1-piperidinyl)ethoxy]benzoyl]-2-[4-[2-(1-pyrrolidinyl)ethoxy]phenyl]benzo[b]thiophene-6-carboxamide (Example 30, Part E) in 75 mL of anhydrous THF was added 3.1 g (13.0 mmol) of (methoxycarbonylsulfamoyl)triethylammonium hydroxide (inner salt) at room temperature under a nitrogen atmosphere. The reaction mixture was stirred for 3 days and then filtered through a medium frit, concentrated at reduced pressure, and chromatographed on silica gel (1:1 TEA... Starting materials: FC=1C=C(C=CC1)NC1=NC=C(C(=N1)O)C#CCCCN1C(C2=CC=CC=C2C1=O)=O (2-(5-(2-((3-fluorophenyl)amino)-4-hydroxypyrimidin-5-yl)-4-pentyn-1-yl)isoindoline-1,3-dione), P(=O)(Cl)(Cl)Cl (phosphorus oxychloride). Solvent: C(C)(=O)OCC (ethyl acetate). Run at temperature 80 celsius, time 45 minute. Yields the product ClC1=NC(=NC=C1C#CCCCN1C(C2=CC=CC=C2C1=O)=O)NC1=CC(=CC=C1)F (2-(5-(4-chloro-2-((3-fluorophenyl)amino)pyrimidin-5-yl)-4-pentyn-1-yl)isoindoline-1,3-dione). As a reaction SMILES: [F:1][C:2]1[CH:3]=[C:4]([NH:8][C:9]2[N:14]=[C:13](O)[C:12]([C:16]#[C:17][CH2:18][CH2:19][CH2:20][N:21]3[C:29](=[O:30])[C:28]4[C:23](=[CH:24][CH:25]=[CH:26][CH:27]=4)[C:22]3=[O:31])=[CH:11][N:10]=2)[CH:5]=[CH:6][CH:7]=1.P(Cl)(Cl)([Cl:34])=O>C(OCC)(=O)C>[Cl:34][C:13]1[C:12]([C:16]#[C:17][CH2:18][CH2:19][CH2:20][N:21]2[C:29](=[O:30])[C:28]3[C:23](=[CH:24][CH:25]=[CH:26][CH:27]=3)[C:22]2=[O:31])=[CH:11][N:10]=[C:9]([NH:8][C:4]2[CH:5]=[CH:6][CH:7]=[C:2]([F:1])[CH:3]=2)[N:14]=1. Reported procedure: To 2-(5-(2-((3-fluorophenyl)amino)-4-hydroxypyrimidin-5-yl)-4-pentyn-1-yl)isoindoline-1,3-dione (J4, 36 mg), phosphorus oxychloride (1 mL) was added at room temperature, and the mixture was stirred at 80° C. for 45 minutes. The reaction mixture was cooled to room temperature, and then poured into ice, and then ethyl acetate was added to the mixture. The organic layer was separated, washed successively with water, saturated aqueous sodium hydrogencarbonate and saturated aqueous sodium chloride, a... Reactants: CC=1C=CC(=NC1)C=1C=C(C(=O)OC)C=C(C1)B1OC(C(O1)(C)C)(C)C (methyl 3-(5-methylpyridin-2-yl)-5-(4,4,5,5-tetramethyl-1,3,2-dioxaborolan-2-yl)benzoate), BrC=1C=NC(=NC1)C (5-bromo-2-methylpyrimidine), C1=CC(=CC(=C1)S(=O)(=O)[O-])P(C2=CC(=CC=C2)S(=O)(=O)[O-])C3=CC(=CC=C3)S(=O)(=O)[O-].[Na+].[Na+].[Na+] (3,3′3″-phosphinidynetris(benzenesulfonic acid)trisodium salt), C(C)(C)NC(C)C (diisopropylamine). The reagents and catalysts are C(C)(=O)[O-].[Pd+2].C(C)(=O)[O-] (palladium(II) acetate). The yield is 65.1%. The solvent is CN(C=O)C (N,N-dimethylformamide), O (water). Product: CC=1C=CC(=NC1)C=1C=C(C(=O)OC)C=C(C1)C=1C=NC(=NC1)C (Methyl 3-(5-methylpyridin-2-yl)-5-(2-methylpyrimidin-5-yl)benzoate). As a reaction SMILES: [CH3:1][C:2]1[CH:3]=[CH:4][C:5]([C:8]2[CH:9]=[C:10]([CH:15]=[C:16](B3OC(C)(C)C(C)(C)O3)[CH:17]=2)[C:11]([O:13][CH3:14])=[O:12])=[N:6][CH:7]=1.Br[C:28]1[CH:29]=[N:30][C:31]([CH3:34])=[N:32][CH:33]=1.C1C=C(S([O-])(=O)=O)C=C(P(C2C=CC=C(S([O-])(=O)=O)C=2)C2C=CC=C(S([O-])(=O)=O)C=2)C=1.[Na+].[Na+].[Na+].C(NC(C)C)(C)C>CN(C)C=O.O.C([O-])(=O)C.[Pd+2].C([O-])(=O)C>[CH3:1][C:2]1[CH:3]=[CH:4][C:5]([C:8]2[CH:9]=[C:10]([CH:15]=[C:16]([C:28]3[CH:29]=[N:30][C:31]([CH3:34])=[N:32][CH:33]=3)[CH:17]=2)[C:11]([O:13][CH3:14])=[O:12])=[N:6][CH:7]=1 |f:2.3.4.5,9.10.11|. Reported procedure: To a solution of methyl 3-(5-methylpyridin-2-yl)-5-(4,4,5,5-tetramethyl-1,3,2-dioxaborolan-2-yl)benzoate (170 mg, 0.481 mmol) in N,N-dimethylformamide (1.44 mL) and water (0.481 mL) was added 5-bromo-2-methylpyrimidine (167 mg, 0.963 mmol), palladium(II) acetate (5.40 mg, 0.024 mmol), 3,3′3″-phosphinidynetris(benzenesulfonic acid)trisodium salt (41.0 mg, 0.072 mmol) and diisopropylamine (0.171 mL, 1.20 mmol) and the mixture was heated to 80° C. After 1 h, the reaction was allowed to cool to ambi... Run at temperature 80 celsius, time 1 hour. As a reaction SMILES: [CH3:1][C:2]1[CH:3]=[C:4]([C:24]2[CH:25]=[C:26]([CH2:30]OS(C)(=O)=O)[CH:27]=[N:28][CH:29]=2)[CH:5]=[C:6]2[C:10]=1[C:9](=[O:11])[N:8]([CH2:12][C:13]1[CH:18]=[CH:17][C:16]([O:19][C:20]([F:23])([F:22])[F:21])=[CH:15][CH:14]=1)[CH2:7]2.[CH3:36][NH:37][CH3:38]>C1COCC1.O>[CH3:36][N:37]([CH2:30][C:26]1[CH:25]=[C:24]([C:4]2[CH:5]=[C:6]3[C:10](=[C:2]([CH3:1])[CH:3]=2)[C:9](=[O:11])[N:8]([CH2:12][C:13]2[CH:14]=[CH:15][C:16]([O:19][C:20]([F:23])([F:22])[F:21])=[CH:17][CH:18]=2)[CH2:7]3)[CH:29]=[N:28][CH:27]=1)[CH3:38]. Run at temperature 50 celsius, time 18 hour. The solvent is C1CCOC1 (THF), O (water). Yields the product CN(C)CC=1C=C(C=NC1)C=1C=C2CN(C(C2=C(C1)C)=O)CC1=CC=C(C=C1)OC(F)(F)F (5-(5-Dimethylaminomethyl-pyridin-3-yl)-7-methyl-2-(4-trifluoromethoxy-benzyl)-2,3-dihydro-isoindol-1-one). The reactants are CC=1C=C(C=C2CN(C(C12)=O)CC1=CC=C(C=C1)OC(F)(F)F)C=1C=C(C=NC1)COS(=O)(=O)C (Methanesulfonic acid 5-[7-methyl-1-oxo-2-(4-trifluoromethoxy-benzyl)-2,3-dihydro-1H-isoindol-5-yl]-pyridin-3-ylmethyl ester), CNC (dimethylamine). Reported procedure: Methanesulfonic acid 5-[7-methyl-1-oxo-2-(4-trifluoromethoxy-benzyl)-2,3-dihydro-1H-isoindol-5-yl]-pyridin-3-ylmethyl ester (70 mg, 0.138 mmol) was dissolved in 2M dimethylamine in THF (5 mL) and stirred at 50° C. for 18 hrs. The mixture was cooled, diluted with water, and extracted with ethyl acetate. The organics were washed with brine, dried over anhydrous sodium sulfate, filtered and concentrated. Column chromatography (5% 2M N13 in MeOH/CH2Cl2) provided the title compound (37 mg, 59%) as a ... The yield is 59.0%. Reactants: C(C)(C)(C)C1=NN(C(=C1)N)C1=C(C=CC=C1)C(F)(F)F (3-tert-butyl-1-(2-(trifluoromethyl)phenyl)-1H-pyrazol-5-amine), ClC(=O)OC1=CC=CC=C1 (phenyl chloroformate). Product: title compound, C(C)(C)(C)C1=NN(C(=C1)NC(OC1=CC=CC=C1)=O)C1=C(C=CC=C1)C(F)(F)F (phenyl 3-tert-butyl-1-(2-(trifluoromethyl)phenyl)-1H-pyrazol-5-ylcarbamate). Isolated yield 70.7%. As a reaction SMILES: [C:1]([C:5]1[CH:9]=[C:8]([NH2:10])[N:7]([C:11]2[CH:16]=[CH:15][CH:14]=[CH:13][C:12]=2[C:17]([F:20])([F:19])[F:18])[N:6]=1)([CH3:4])([CH3:3])[CH3:2].Cl[C:22]([O:24][C:25]1[CH:30]=[CH:29][CH:28]=[CH:27][CH:26]=1)=[O:23]>>[C:1]([C:5]1[CH:9]=[C:8]([NH:10][C:22](=[O:23])[O:24][C:25]2[CH:30]=[CH:29][CH:28]=[CH:27][CH:26]=2)[N:7]([C:11]2[CH:16]=[CH:15][CH:14]=[CH:13][C:12]=2[C:17]([F:19])([F:20])[F:18])[N:6]=1)([CH3:4])([CH3:2])[CH3:3]. Procedure details: The title compound was prepared from 3-tert-butyl-1-(2-(trifluoromethyl)phenyl)-1H-pyrazol-5-amine (1.45 g, 5.12 mmol) and phenyl chloroformate (1.95 mL, 15.4 mmol) using the procedure in Example 118A to give phenyl 3-tert-butyl-1-(2-(trifluoromethyl)phenyl)-1H-pyrazol-5-ylcarbamate (1.46 g, 3.62 mmol, 71%). 1H NMR (300 MHz, DMSO-d6) δ 10.20 (br s, 1H), 7.92 (d, 1H), 7.85 (t, 1H), 7.74 (t, 1H), 7.54 (d, 1H), 7.38-7.36 (m, 2H), 7.23 (t, 1H), 7.09 (br s, 2H), 6.32 (s, 1H), 1.25 (s, 9H); LC-MS (ESI...